From a dataset of the Open Reaction Database (ORD), a public repository of structured organic reaction records. describe an organic reaction: reactants, conditions, products, and yield Reactants: BrC=1C=C(C=CC1F)C1C2=C(NC(=C1C(=O)OC)CBr)COCC2=O (Methyl 4-(3-bromo-4-fluorophenyl)-2-(bromomethyl)-5-oxo-4,5,6,8-tetrahydro-1H-pyrano[3,4-b]pyridine-3-carboxylate), N.CO (ammonia methanol). Conditions: time 2.5 day. Yields the product BrC=1C=C(C=CC1F)C1C2=C(NC3=C1C(NC3)=O)COCC2=O (9-(3-bromo-4-fluorophenyl)-2,3,5,9-tetrahydropyrano[3,4-b]pyrrolo[3,4-e]pyridine-1,8(4H,7H)-dione). As a reaction SMILES: [Br:1][C:2]1[CH:3]=[C:4]([CH:9]2[C:14]([C:15]([O:17]C)=O)=[C:13]([CH2:19]Br)[NH:12][C:11]3[CH2:21][O:22][CH2:23][C:24](=[O:25])[C:10]2=3)[CH:5]=[CH:6][C:7]=1[F:8].[NH3:26].CO>>[Br:1][C:2]1[CH:3]=[C:4]([CH:9]2[C:14]3[C:15](=[O:17])[NH:26][CH2:19][C:13]=3[NH:12][C:11]3[CH2:21][O:22][CH2:23][C:24](=[O:25])[C:10]2=3)[CH:5]=[CH:6][C:7]=1[F:8] |f:1.2|. Procedure details: The product from Example 25B (0.22 g, 0.46 mmol) was treated with a 1:1 ammonia/methanol mixture (60 mL) in a metal Parr stirred reactor for 2.5 days at ambient temperature. The solvent was allowed to evaporate and the residue was purified by chromatography on silica gel (5% and then 10% methanol in methylene chloride) to provide the title compound (0.026 g) as a solid. The reactants are COc1ccc(CC(Cc2ccc(OC(=O)C(NC(=O)OCc3ccccc3)C(C)C)c(OC(=O)C(NC(=O)OCc3ccccc3)C(C)C)c2)C(=O)[O-])cc1, ClCCl. The product is CC(C)C(NC(=O)OCc1ccccc1)C(=O)Oc1ccc(CCC(=O)O)cc1OC(=O)C(NC(=O)OCc1ccccc1)C(C)C. Reaction SMILES: [CH3:1][O:2][c:3]1[cH:4][cH:5][c:6]([CH2:7][CH:8]([C:9](=[O:10])[O-:11])[CH2:12][c:13]2[cH:14][c:15]([O:37][C:38]([CH:39]([NH:40][C:41](=[O:42])[O:43][CH2:44][c:45]3[cH:46][cH:47][cH:48][cH:49][cH:50]3)[CH:51]([CH3:52])[CH3:53])=[O:54])[c:16]([O:19][C:20]([CH:21]([NH:22][C:23](=[O:24])[O:25][CH2:26][c:27]3[cH:28][cH:29][cH:30][cH:31][cH:32]3)[CH:33]([CH3:34])[CH3:35])=[O:36])[cH:17][cH:18]2)[cH:55][cH:56]1.[Cl:57][CH2:58][Cl:59]>>[CH2:8]([C:9](=[O:10])[OH:11])[CH2:12][c:13]1[cH:14][c:15]([O:37][C:38]([CH:39]([NH:40][C:41](=[O:42])[O:43][CH2:44][c:45]2[cH:46][cH:47][cH:48][cH:49][cH:50]2)[CH:51]([CH3:52])[CH3:53])=[O:54])[c:16]([O:19][C:20]([CH:21]([NH:22][C:23](=[O:24])[O:25][CH2:26][c:27]2[cH:28][cH:29][cH:30][cH:31][cH:32]2)[CH:33]([CH3:34])[CH3:35])=[O:36])[cH:17][cH:18]1. The reactants are [Cl-].[NH4+] (ammonium chloride), C1(CC1)CC=1C(=C(C(=O)OC)C=CC1O)O (Methyl 3-(cyclopropylmethyl)-2,4-dihydroxybenzoate), CN (methylamine), Cl (hydrochloric acid). Run in aqueous solution. Run at temperature 50 celsius, time 6 hour. Product: C1(CC1)CC=1C(=C(C(=O)NC)C=CC1O)O (3-(Cyclopropylmethyl)-2,4-dihydroxy-N-methylbenzamide). Reaction SMILES: [CH:1]1([CH2:4][C:5]2[C:6]([OH:16])=[C:7]([CH:12]=[CH:13][C:14]=2[OH:15])[C:8](OC)=[O:9])[CH2:3][CH2:2]1.[Cl-].[NH4+:18].Cl.[CH3:20]N>>[CH:1]1([CH2:4][C:5]2[C:6]([OH:16])=[C:7]([CH:12]=[CH:13][C:14]=2[OH:15])[C:8]([NH:18][CH3:20])=[O:9])[CH2:3][CH2:2]1 |f:1.2|. Reported procedure: The compound of Example 15 (112 mg) was dissolved in about 5 to 10 ml of a 40% aqueous solution of methylamine. A few crystals of ammonium chloride were added, and the reaction mixture was stirred for about 6 hours at 50° C. The reaction mixture was neutralized with 10% hydrochloric acid and extracted with ethyl acetate. The organic layer was dried, concentrated, and chromatographed on silica gel using 15% ethyl acetate/85% hexane as eluant to give the product. Starting materials: ClC1=CC=C(CC=2N=C(SC2C(=O)OCC)C=2CCOCC2)C=C1 (ethyl 4-(4-chlorobenzyl)-2-(3,6-dihydro-2H-pyran-4-yl)-1,3-thiazole-5-carboxylate), O1CCCC1 (tetrahydrofuran), CO (methanol), [OH-].[Li+] (lithium hydroxide), Cl (HCl). The solvent is CCOC(=O)C (EtOAc). Reaction conditions: time 8 hour. The product is ClC1=CC=C(CC=2N=C(SC2C(=O)O)C=2CCOCC2)C=C1 (4-(4-chlorobenzyl)-2-(3,6-dihydro-2H-pyran-4-yl)-1,3-thiazole-5-carboxylic acid). Yield: 53.0%. RXN SMILES: [Cl:1][C:2]1[CH:24]=[CH:23][C:5]([CH2:6][C:7]2[N:8]=[C:9]([C:17]3[CH2:18][CH2:19][O:20][CH2:21][CH:22]=3)[S:10][C:11]=2[C:12]([O:14]CC)=[O:13])=[CH:4][CH:3]=1.O1CCCC1.CO.[OH-].[Li+].Cl>CCOC(C)=O>[Cl:1][C:2]1[CH:24]=[CH:23][C:5]([CH2:6][C:7]2[N:8]=[C:9]([C:17]3[CH2:18][CH2:19][O:20][CH2:21][CH:22]=3)[S:10][C:11]=2[C:12]([OH:14])=[O:13])=[CH:4][CH:3]=1 |f:3.4|. Procedure: In a round bottom flask equipped with a stir bar, a solution of ethyl 4-(4-chlorobenzyl)-2-(3,6-dihydro-2H-pyran-4-yl)-1,3-thiazole-5-carboxylate (109 mg, 0.300 mmol) in tetrahydrofuran (3.33 mL, 41.1 mmol) and methanol (1.67 mL, 41.1 mmol) was treated with lithium hydroxide (1.0M in water, 2.40 mL, 2.40 mmol). The mixture was stirred at room temperature overnight. pH was adjusted to −3 via addition of 1N aqueous HCl solution, and the reaction was then diluted with EtOAc and transferred to separ... Reactants: CC(=O)OC(C)=O, O, O=C(O)c1cccc2cc(O)ccc12, O=S(=O)(O)O. Yields the product CC(=O)Oc1ccc2c(C(=O)O)cccc2c1. Reaction SMILES: [CH3:15][C:16](=[O:17])[O:18][C:19](=[O:20])[CH3:21].[OH2:27].[OH:1][c:2]1[cH:3][c:4]2[cH:5][cH:6][cH:7][c:8]([C:12](=[O:13])[OH:14])[c:9]2[cH:10][cH:11]1.[S:22](=[O:23])(=[O:24])([OH:25])[OH:26]>>[O:1]([c:2]1[cH:3][c:4]2[cH:5][cH:6][cH:7][c:8]([C:12](=[O:13])[OH:14])[c:9]2[cH:10][cH:11]1)[C:16]([CH3:15])=[O:17]. Reactants: [N+](=O)([O-])C1=CC=C(C=C1)C(C(=O)O)CC (2-(4-nitrophenyl)butyric acid), CO (Methanol). Run in O1CCCC1 (tetrahydrofuran), O1CCCC1 (tetrahydrofuran). Reaction conditions: time 1.5 hour. Yields the product [N+](=O)([O-])C1=CC=C(C=C1)C(CO)CC (2-(4-nitrophenyl)butanol). Reaction SMILES: [N+:1]([C:4]1[CH:9]=[CH:8][C:7]([CH:10]([CH2:14][CH3:15])[C:11](O)=[O:12])=[CH:6][CH:5]=1)([O-:3])=[O:2].CO>O1CCCC1>[N+:1]([C:4]1[CH:5]=[CH:6][C:7]([CH:10]([CH2:14][CH3:15])[CH2:11][OH:12])=[CH:8][CH:9]=1)([O-:3])=[O:2]. Procedure: To a solution of 20.9 g of 2-(4-nitrophenyl)butyric acid in 500 ml of dry tetrahydrofuran was added, dropwise, 1.1 equivalents of 10 M borane-dimethylsulfide complex in 100 ml of dry tetrahydrofuran. The mixture was stirred at room temperature for 1.5 hours and then refluxed for 1.5 hours and finally cooled to room temperature. Methanol (10 ml) was added, the mixture was stirred for 30 minutes, and the solvent was then evaporated under reduced pressure. The residue was dissolved in 100 ml of met... Starting materials: CC(CCOC=1SC=CC1)CCCC(CCCC(CCCC(C)C)C)C (2-(3,7,11,15-tetramethylhexadecyloxy)-thiophene), O (water), C(=O)=O (dry ice), C(C)O (ethanol). Reagents/catalysts: [Na].[Hg] (sodium amalgam). Solvent: CCOCC (ether), CCOCC (ether). The product is CC(CCOC1=CC=C(S1)C(=O)O)CCCC(CCCC(CCCC(C)C)C)C (5-(3,7,11,15-Tetramethylhexadecyloxy)-2-thiophenecarboxylic acid). Reaction SMILES: [CH3:1][CH:2]([CH2:11][CH2:12][CH2:13][CH:14]([CH3:26])[CH2:15][CH2:16][CH2:17][CH:18]([CH3:25])[CH2:19][CH2:20][CH2:21][CH:22]([CH3:24])[CH3:23])[CH2:3][CH2:4][O:5][C:6]1[S:7][CH:8]=[CH:9][CH:10]=1.[C:27](=[O:29])=[O:28].C(O)C.O>CCOCC.[Na].[Hg]>[CH3:1][CH:2]([CH2:11][CH2:12][CH2:13][CH:14]([CH3:26])[CH2:15][CH2:16][CH2:17][CH:18]([CH3:25])[CH2:19][CH2:20][CH2:21][CH:22]([CH3:24])[CH3:23])[CH2:3][CH2:4][O:5][C:6]1[S:7][C:8]([C:27]([OH:29])=[O:28])=[CH:9][CH:10]=1 |f:5.6,^1:38|. Reported procedure: When in Example 2, 1-bromo-3,7,11,15-tetramethyhexadecane is substituted for 1-bromohexadecane, 2-(3,7,11,15-tetramethylhexadecyloxy)thiophene is obtained. A solution of 38.1 g (0.1 mole) of 2-(3,7,11,15-tetramethylhexadecyloxy)-thiophene in 50 ml of anhydrous ether is added over a 4 hour period to 6.0 g of sodium amalgam in 100 ml of anhydrous ether at reflux temperature (36°-39° C) under slight nitrogen pressure. The mixture is refluxed an additional 2 hours, then cooled to room temperature ar... Starting materials: 2A, CC=1C(=NC=CC1)N=C=S (3-methyl-2-pyridylisothiocyanate), C(=S)(Cl)Cl (thiophosgene), 2B, NC1=NC=CC=C1C (2-amino-3-methylpyridine), C([O-])([O-])=O.[Ca+2] (calcium carbonate), [N-]=C=S (isothiocyanate). Run in C(C)#N (acetonitrile). Product: CC1=CC=CN2C1=NC(N(C2=S)C2=NC=CC=C2C)=S (9-methyl-3-(3-methyl-2-pyridyl) pyrido (1,2-a) 1,3,5-triazine-2,4-dithione). Reaction SMILES: [NH2:1][C:2]1[C:7]([CH3:8])=[CH:6][CH:5]=[CH:4][N:3]=1.C(=O)([O-])[O-].[Ca+2].[C:14](Cl)(Cl)=[S:15].[CH3:18][C:19]1[C:20]([N:25]=[C:26]=[S:27])=[N:21][CH:22]=[CH:23][CH:24]=1.[N-]=C=S>C(#N)C>[CH3:8][C:7]1[C:2]2=[N:1][C:14](=[S:15])[N:25]([C:20]3[C:19]([CH3:18])=[CH:24][CH:23]=[CH:22][N:21]=3)[C:26](=[S:27])[N:3]2[CH:4]=[CH:5][CH:6]=1 |f:1.2|. Reported procedure: Following the procedure of Examples 1A and 2A, 21.6 g. of 2-amino-3-methylpyridine, 42 g. of calcium carbonate and 24.5 g. of thiophosgene are converted into 3-methyl-2-pyridylisothiocyanate with a b.p. of 84° C. at 0.5 mm. of Hg. 10 G. of the freshly distilled isothiocyanate is dissolved in 100 ml. of acetonitrile and the reaction mixture carried out as in Examples 1B and 2B affording 9-methyl-3-(3-methyl-2-pyridyl) pyrido (1,2-a) 1,3,5-triazine-2,4-dithione m.p. 131°-132° C. Starting materials: [Br-], N#CCCCC[P+](c1ccccc1)(c1ccccc1)c1ccccc1, O=C1CCN(Cc2ccccc2)CC1, CC(C)(C)[O-], [K+], C1CCOC1. The product is N#CCCCC=C1CCN(Cc2ccccc2)CC1. As a reaction SMILES: [Br-:1].[C:2](#[N:3])[CH2:4][CH2:5][CH2:6][CH2:7][P+:8]([c:9]1[cH:10][cH:11][cH:12][cH:13][cH:14]1)([c:15]1[cH:16][cH:17][cH:18][cH:19][cH:20]1)[c:21]1[cH:22][cH:23][cH:24][cH:25][cH:26]1.[CH2:33]([c:34]1[cH:35][cH:36][cH:37][cH:38][cH:39]1)[N:40]1[CH2:41][CH2:42][C:43](=[O:46])[CH2:44][CH2:45]1.[CH3:27][C:28]([CH3:29])([O-:30])[CH3:31].[K+:32].[O:47]1[CH2:48][CH2:49][CH2:50][CH2:51]1>>[C:2](#[N:3])[CH2:4][CH2:5][CH2:6][CH:7]=[C:43]1[CH2:42][CH2:41][N:40]([CH2:33][c:34]2[cH:35][cH:36][cH:37][cH:38][cH:39]2)[CH2:45][CH2:44]1. Starting materials: C(C)=O (Acetaldehyde), N[C@@H](CS)C(=O)O (L-cysteine). Solvent: solution. The product is CC1SCC(N1)C(=O)O (2(RS)-Methyl-thiazolidine-4-carboxylic Acid). RXN SMILES: [CH:1](=O)[CH3:2].[NH2:4][C@H:5]([C:8]([OH:10])=[O:9])[CH2:6][SH:7]>>[CH3:1][CH:2]1[NH:4][CH:5]([C:8]([OH:10])=[O:9])[CH2:6][S:7]1. Procedure: Acetaldehyde (0.27 g) and L-cysteine (0.75 g) were reacted in aqueous solution 10 ml at room temperature for 1.5 hours, followed by solvent evaporation evaporated in vacuo. The resulting product was recrystallized from methanol to yield the title compound. Melting Point: 161°-163° centigrade Optical Rotation [α]26D:-148°.